Dataset: the Open Reaction Database (ORD), a public repository of structured organic reaction records. Task: describe an organic reaction: reactants, conditions, products, and yield Reactants: C1(=CC=C(C=C1)C(=O)N)C (p-toluamide), CC(C)(C)C=O (pivaldehyde), N1N=NC2=C1C=CC=C2 (benzotriazole). The reagents and catalysts are C1(=CC=C(C=C1)S(=O)(=O)O)C (p-toluenesulfonic acid). Run in C1(=CC=CC=C1)C (toluene). Yields the product N1(N=NC2=C1C=CC=C2)C(C(C)(C)C)NC(C2=CC=C(C=C2)C)=O (N-(1-(1H-1,2,3-benzotriazol-1-yl)-2,2-dimethylpropyl)-4-methylbenzamide). The yield is 68.1%. Reaction SMILES: [C:1]1([CH3:10])[CH:6]=[CH:5][C:4]([C:7]([NH2:9])=[O:8])=[CH:3][CH:2]=1.[CH3:11][C:12]([CH:15]=O)([CH3:14])[CH3:13].[NH:17]1[C:21]2[CH:22]=[CH:23][CH:24]=[CH:25][C:20]=2[N:19]=[N:18]1>C1(C)C=CC=CC=1.C1(C)C=CC(S(O)(=O)=O)=CC=1>[N:17]1([CH:15]([NH:9][C:7](=[O:8])[C:4]2[CH:5]=[CH:6][C:1]([CH3:10])=[CH:2][CH:3]=2)[C:12]([CH3:13])([CH3:14])[CH3:11])[C:21]2[CH:22]=[CH:23][CH:24]=[CH:25][C:20]=2[N:19]=[N:18]1. Procedure: A suspension of p-toluamide (4.11 g, 30.4 mmol), pivaldehyde (2.62 g, 30.4 mmol), and benzotriazole (3.62 g, 30.4 mmol) in toluene (200 mL) were treated with p-toluenesulfonic acid (286 mg, 1.52 mmol). The solution was heated at reflux under Dean-Stark conditions for 10 hours, cooled gradually to ambient temperature, and further cooled at 5° C. The white precipitate which formed was collected by filtration and was washed with 50% ether/hexanes (100 mL) to provide 6.67 g of the desired product as... Reactants: O (water), ClC1=NC=C(C=C1F)C[C@H]1OC(OC1)(C)C ((R)-2-chloro-5-[(2,2-dimethyl-1,3-dioxolan-4-yl)methyl]-3-fluoropyridine), 108, CC(C)([O-])C.[Na+] (sodium t-butoxide), C1(CCCCC1)P(C1=C(C=CC=C1)C1=C(C=C(C=C1C(C)C)C(C)C)C(C)C)C1CCCCC1 (2-dicyclohexylphosphino-2′,4′,6′-triisopropylbiphenyl). Reagents/catalysts: [Pd].[Pd].C(C1=CC=CC=C1)=CC(=O)C=CC1=CC=CC=C1.C(C1=CC=CC=C1)=CC(=O)C=CC1=CC=CC=C1.C(C1=CC=CC=C1)=CC(=O)C=CC1=CC=CC=C1 (tris(dibenzylideneacetone) dipalladium). Solvent: C1(=CC=CC=C1)C (toluene). Reaction conditions: temperature 82.5 celsius, time 1.5 hour. Product: ClC1=C(C=C(C=N1)C[C@H](CO)O)F ((R)-3-(6-chloro-5-fluoropyridin-3-yl)propane-1,2-diol). The yield is 120.3%. Reaction SMILES: [Cl:1][C:2]1[C:7]([F:8])=[CH:6][C:5]([CH2:9][C@@H:10]2[CH2:14][O:13]C(C)(C)[O:11]2)=[CH:4][N:3]=1.CC(C)([O-])C.[Na+].C1(P(C2CCCCC2)C2C=CC=CC=2C2C(C(C)C)=CC(C(C)C)=CC=2C(C)C)CCCCC1.O>C1(C)C=CC=CC=1.[Pd].[Pd].C(=CC(C=CC1C=CC=CC=1)=O)C1C=CC=CC=1.C(=CC(C=CC1C=CC=CC=1)=O)C1C=CC=CC=1.C(=CC(C=CC1C=CC=CC=1)=O)C1C=CC=CC=1>[Cl:1][C:2]1[N:3]=[CH:4][C:5]([CH2:9][C@@H:10]([OH:11])[CH2:14][OH:13])=[CH:6][C:7]=1[F:8] |f:1.2,6.7.8.9.10|. Procedure: To a solution of 31 (0.70 g, 2.83 mmol) in toluene (8.7 mL) under argon was added 108 (0.69 g, 2.83 mmol), sodium t-butoxide (0.30 g, 3.11 mmol) and 2-dicyclohexylphosphino-2′,4′,6′-triisopropylbiphenyl (X-Phos) (0.20 g, 0.42 mmol). The mixture was degassed with argon and then tris(dibenzylideneacetone) dipalladium (0.26 g, 0.283 mmol) was added. The resulting mixture was stirred at 80-85° C. for 1.5 hrs. Then it was cooled to room temperature, poured onto cold water and extracted with ethyl ace... Reactants: ClC1=C(C(=O)N=C=O)C(=CC=C1)F (2-chloro-6-fluorobenzoylisocyanate), CC=1OC(=C(N1)C(=O)OCC)N (2-methyl-4-carbethoxy-5-aminooxazole). Solvent: C(C)#N (acetonitrile). Run at temperature 25 celsius, time 12 hour. The product is ClC1=C(C(=O)NC(=O)NC2=C(N=C(O2)C)C(=O)OCC)C(=CC=C1)F (1-(2-chloro-6-fluorobenzoyl)-3-(2-methyl-4-carbethoxy-5-oxazolyl)urea). RXN SMILES: [CH3:1][C:2]1[O:3][C:4]([NH2:12])=[C:5]([C:7]([O:9][CH2:10][CH3:11])=[O:8])[N:6]=1.[Cl:13][C:14]1[CH:24]=[CH:23][CH:22]=[C:21]([F:25])[C:15]=1[C:16]([N:18]=[C:19]=[O:20])=[O:17]>C(#N)C>[Cl:13][C:14]1[CH:24]=[CH:23][CH:22]=[C:21]([F:25])[C:15]=1[C:16]([NH:18][C:19]([NH:12][C:4]1[O:3][C:2]([CH3:1])=[N:6][C:5]=1[C:7]([O:9][CH2:10][CH3:11])=[O:8])=[O:20])=[O:17]. Procedure details: To 0.6 g. 2-methyl-4-carbethoxy-5-aminooxazole dissolved in 25 ml. acetonitrile was added 0.8 2-chloro-6-fluorobenzoylisocyanate under nitrogen at about 25° C. The reaction mixture was stirred at 25° C. for 12 hours and the solid was collected. Yield 0.7 g. The reactants are O=C([O-])[O-], ClCc1cccnn1, [K+], [K+], CN(C)C=O, O, O=c1cc(O)ccn1CCc1ccc(CO)cc1. The product is O=c1cc(OCc2cccnn2)ccn1CCc1ccc(CO)cc1. Reaction SMILES: [C:27](=[O:28])([O-:29])[O-:30].[Cl:19][CH2:20][c:21]1[n:22][n:23][cH:24][cH:25][cH:26]1.[K+:31].[K+:32].[O:33]=[CH:34][N:35]([CH3:36])[CH3:37].[OH2:38].[OH:1][c:2]1[cH:3][c:4](=[O:18])[n:5]([CH2:8][CH2:9][c:10]2[cH:11][cH:12][c:13]([CH2:16][OH:17])[cH:14][cH:15]2)[cH:6][cH:7]1>>[O:1]([c:2]1[cH:3][c:4](=[O:18])[n:5]([CH2:8][CH2:9][c:10]2[cH:11][cH:12][c:13]([CH2:16][OH:17])[cH:14][cH:15]2)[cH:6][cH:7]1)[CH2:20][c:21]1[n:22][n:23][cH:24][cH:25][cH:26]1. The reactants are C1(=CC=CC=C1)C(CCCC1=CC=NC=C1)=O (1-phenyl-4-(pyridin-4-yl)butan-1-one), Cl.NO (hydroxylamine hydrochloride), C(C)(=O)[O-].[Na+] (sodium acetate), O (water), resultant precipitate. Run in CCO (EtOH). Reaction conditions: temperature 80 celsius. Product: C1(=CC=CC=C1)C(CCCC1=CC=NC=C1)=NO (1-Phenyl-4-(pyridin-4-yl)butan-1-one oxime). Yield: 95.7%. Reaction SMILES: [C:1]1([C:7](=O)[CH2:8][CH2:9][CH2:10][C:11]2[CH:16]=[CH:15][N:14]=[CH:13][CH:12]=2)[CH:6]=[CH:5][CH:4]=[CH:3][CH:2]=1.Cl.[NH2:19][OH:20].C([O-])(=O)C.[Na+].O>CCO>[C:1]1([C:7](=[N:19][OH:20])[CH2:8][CH2:9][CH2:10][C:11]2[CH:16]=[CH:15][N:14]=[CH:13][CH:12]=2)[CH:6]=[CH:5][CH:4]=[CH:3][CH:2]=1 |f:1.2,3.4|. Reported procedure: To a solution of 1-phenyl-4-(pyridin-4-yl)butan-1-one (2.0 g, 8.7 mmol) in 20 mL of EtOH was added hydroxylamine hydrochloride (0.73 g, 10 mmol) and sodium acetate (1.4 g, 17 mmol). The reaction flask was heated at 80° C. for 4 h and was then cooled to room temperature. Addition of water and filtration of the resultant precipitate afforded 2.0 g (89%) of the title compound. Reactants: [H-].[Al+3].[Li+].[H-].[H-].[H-] (Lithium aluminium hydride), sol., C1CCOC1 (THF), methylester, C1CCOC1 (THF), [OH-].[Na+] (sodium hydroxide), sol.. Reaction conditions: temperature -40 celsius, time 3 hour. The product is C1(CCCCCC1)CO (cycloheptyl-methanol). As a reaction SMILES: [H-].[Al+3].[Li+].[H-].[H-].[H-].[OH-].[Na+].[CH2:9]1[CH2:13][O:12][CH2:11][CH2:10]1>>[CH:9]1([CH2:13][OH:12])[CH2:10][CH2:11][CH2:11][CH2:10][CH2:9][CH2:13]1 |f:0.1.2.3.4.5,6.7|. Procedure: Methanol (20 ml) was cooled to 0° C. and acetyl chloride (2.0 ml) was added. The mixture was stirred for 10 minutes and cycloheptanecarboxylic acid (2.0 ml) was added. The cooling bath was removed and the mixture was heated to reflux and stirred for 8 hours. The mixture was cooled to room temperature and the solvent was evaporated under reduced pressure. The residue was extracted with EtOAc. The organic layer washed with saturated aqueous sodium bicarbonate, dried (Na2SO4) and evaporated under r... Starting materials: CCCCO, Clc1cc(Cl)c(CC(Cl)(Cl)Cl)c(Cl)c1, [K+], [OH-]. Product: CCCCOC(=O)Cc1c(Cl)cc(Cl)cc1Cl. RXN SMILES: [CH2:17]([CH2:18][CH2:19][CH3:20])[OH:21].[Cl:3][C:4]([CH2:5][c:6]1[c:7]([Cl:14])[cH:8][c:9]([Cl:13])[cH:10][c:11]1[Cl:12])([Cl:15])[Cl:16].[K+:2].[OH-:1]>>[O:1]=[C:4]([CH2:5][c:6]1[c:7]([Cl:14])[cH:8][c:9]([Cl:13])[cH:10][c:11]1[Cl:12])[O:21][CH2:17][CH2:18][CH2:19][CH3:20].